Dataset: the Open Reaction Database (ORD), a public repository of structured organic reaction records. Task: describe an organic reaction: reactants, conditions, products, and yield Reactants: OC1=NC2=CC=CC=C2C(=C1C1=CC=CC=C1)C(=O)O (2-hydroxy-3-phenylquinoline-4-carboxylic acid), O=P(Cl)(Cl)Cl (POCl3). Run in ice water. Reaction conditions: temperature 150 celsius, time 1 hour. Yields the product ClC1=NC2=CC=CC=C2C2=C1C=1C=CC=CC1C2=O (6-Chloro-11H-indeno[1,2-c]quinolin-11-one). Isolated yield 87.0%. As a reaction SMILES: O[C:2]1[C:11]([C:12]2[CH:17]=[CH:16][CH:15]=[CH:14][CH:13]=2)=[C:10]([C:18]([OH:20])=O)[C:9]2[C:4](=[CH:5][CH:6]=[CH:7][CH:8]=2)[N:3]=1.O=P(Cl)(Cl)[Cl:23]>>[Cl:23][C:2]1[C:11]2[C:12]3[CH:13]=[CH:14][CH:15]=[CH:16][C:17]=3[C:18](=[O:20])[C:10]=2[C:9]2[C:4](=[CH:5][CH:6]=[CH:7][CH:8]=2)[N:3]=1. Procedure details: 2.65 g (10 mmol) of 2-hydroxy-3-phenylquinoline-4-carboxylic acid (3a) was added into POCl3 (30 mL) and heated at 150° C. for 48 hrs (TLC monitoring). After cooling, the mixture was poured into ice-water (150 mL) to result in precipitation, followed by filtration. The resultant filter cake was poured into 5% NaHCO3(aq) (200 mL) with vigorous stirring for 1 hr, washed with H2O, and dried to give a brown solid, which was recrystallized with EtOH to give the title compound 4a as a red solid (2.31 g...